From a dataset of the Open Reaction Database (ORD), a public repository of structured organic reaction records. describe an organic reaction: reactants, conditions, products, and yield The product is ClC1=CC=C(C=C1)C=1N(C(N(N1)CC1=NC=NC(=C1)C1=C(C=CC=C1)Cl)=O)C[C@@H](C(F)(F)F)O (5-(4-Chlorophenyl)-2-{[6-(2-chlorophenyl)pyrimidin-4-yl]methyl}-4-[(2S)-3,3,3-trifluoro-2-hydroxypropyl]-2,4-dihydro-3H-1,2,4-triazol-3-one). Starting materials: BrCC1=NC=NC(=C1)C1=C(C=CC=C1)Cl (4-(Bromomethyl)-6-[2-chlorophenyl]pyrimidine), ClC1=CC=C(C=C1)C=1N(C(NN1)=O)C[C@@H](C(F)(F)F)O (5-(4-Chlorophenyl)-4-[(2S)-3,3,3-trifluoro-2-hydroxypropyl]-2,4-dihydro-3H-1,2,4-triazol-3-one). Procedure: Analogously to the preparation of the compound in Example 94, 27 mg (0.10 mmol) of the compound from Example 83A and 32 mg (0.11 mmol) of the compound from Example 5A were reacted with one another. This gave 29 mg (54% of theory) of the target compound. Reaction SMILES: Br[CH2:2][C:3]1[CH:8]=[C:7]([C:9]2[CH:14]=[CH:13][CH:12]=[CH:11][C:10]=2[Cl:15])[N:6]=[CH:5][N:4]=1.[Cl:16][C:17]1[CH:22]=[CH:21][C:20]([C:23]2[N:24]([CH2:29][C@H:30]([OH:35])[C:31]([F:34])([F:33])[F:32])[C:25](=[O:28])[NH:26][N:27]=2)=[CH:19][CH:18]=1>>[Cl:16][C:17]1[CH:22]=[CH:21][C:20]([C:23]2[N:24]([CH2:29][C@H:30]([OH:35])[C:31]([F:33])([F:34])[F:32])[C:25](=[O:28])[N:26]([CH2:2][C:3]3[CH:8]=[C:7]([C:9]4[CH:14]=[CH:13][CH:12]=[CH:11][C:10]=4[Cl:15])[N:6]=[CH:5][N:4]=3)[N:27]=2)=[CH:19][CH:18]=1. Reactants: ClC1=NC=CC(=C1)C(C[C@@H](C1=C(C=CC=C1)C)C1=CC=C(C=C1)C1=CC=C(C=C1)C(=O)O)=O (4′-[(R)-3-(2-chloro-pyridin-4-yl)-3-oxo-1-o-tolyl-propyl]-biphenyl-4-carboxylic acid), Cl.NO (hydroxylamine hydrochloride), C(O)([O-])=O.[Na+] (sodium hydrogencarbonate). The product is ClC1=NC=CC(=C1)/C(/C[C@@H](C1=C(C=CC=C1)C)C1=CC=C(C=C1)C1=CC=C(C=C1)C(=O)O)=N/O (4′-{(R)-3-(2-Chloro-pyridin-4-yl)-3-[(E)-hydroxyimino]-1-o-tolyl-propyl}-biphenyl-4-carboxylic acid). As a reaction SMILES: [Cl:1][C:2]1[CH:7]=[C:6]([C:8](=O)[CH2:9][C@H:10]([C:18]2[CH:23]=[CH:22][C:21]([C:24]3[CH:29]=[CH:28][C:27]([C:30]([OH:32])=[O:31])=[CH:26][CH:25]=3)=[CH:20][CH:19]=2)[C:11]2[CH:16]=[CH:15][CH:14]=[CH:13][C:12]=2[CH3:17])[CH:5]=[CH:4][N:3]=1.Cl.[NH2:35][OH:36].C(=O)([O-])O.[Na+]>>[Cl:1][C:2]1[CH:7]=[C:6](/[C:8](=[N:35]/[OH:36])/[CH2:9][C@H:10]([C:18]2[CH:19]=[CH:20][C:21]([C:24]3[CH:29]=[CH:28][C:27]([C:30]([OH:32])=[O:31])=[CH:26][CH:25]=3)=[CH:22][CH:23]=2)[C:11]2[CH:16]=[CH:15][CH:14]=[CH:13][C:12]=2[CH3:17])[CH:5]=[CH:4][N:3]=1 |f:1.2,3.4|. Procedure: In analogy to example 132, step 6, from 4′-[(R)-3-(2-chloro-pyridin-4-yl)-3-oxo-1-o-tolyl-propyl]-biphenyl-4-carboxylic acid and hydroxylamine hydrochloride in the presence of sodium hydrogencarbonate was prepared the title compound as an off-white foam, MS (ESI−): m/z=469.1 ([M−H]−). The reactants are CC(C)([O-])C.[K+] (potassium tert-butoxide), N1C(COC2=C3C1=C1CCCCC1=NC3=CC=C2)=O (1,3,9,10,11,12-hexahydro-2H-quino[4,3,2-ef][1,4]benzoxazepin-2-one), CN(C=O)C (dimethylformamide), C(C1=CC=CC=C1)Br (benzyl bromide). The solvent is O (water). Conditions: time 5 minute. Product: C(C1=CC=CC=C1)C1C(NOC2=C3C1=C1CCCCC1=NC3=CC=C2)=O (1-Benzyl-1,3,9,10,11,12-hexahydro-2H-quino[4,3,2-ef][1,2]benzoxazepin-2-one). The yield is 41.0%. Reaction SMILES: N1[C:7]2=[C:8]3[C:13](=[N:14][C:15]4=[CH:16][CH:17]=[CH:18][C:5](=[C:6]24)[O:4]CC1=O)[CH2:12][CH2:11][CH2:10][CH2:9]3.[CH3:20][C:21](C)([O-:23])C.[K+].[CH2:26](Br)[C:27]1[CH:32]=[CH:31][CH:30]=[CH:29][CH:28]=1.C[N:35](C)C=O>O>[CH2:26]([CH:20]1[C:7]2=[C:8]3[C:13](=[N:14][C:15]4=[CH:16][CH:17]=[CH:18][C:5](=[C:6]24)[O:4][NH:35][C:21]1=[O:23])[CH2:12][CH2:11][CH2:10][CH2:9]3)[C:27]1[CH:32]=[CH:31][CH:30]=[CH:29][CH:28]=1 |f:1.2|. Procedure details: To a suspension of 1,3,9,10,11,12-hexahydro-2H-quino[4,3,2-ef][1,4]benzoxazepin-2-one (4.30 g) in dry dimethylformamide (50 ml) was added potassium tert-butoxide (2.1 g). To the solution was added benzyl bromide (2.22 ml), and stirring was continued for five mins. The reaction mixture was diluted with water (150 ml) and extracted with diethyl ether. The organic phase was washed with water, brine, dried over anhydrous magnesium sulfate, filtered, and the filtrate was concentrated. Trituration of ... Starting materials: C(C)(=O)OC=1C=C(C(=O)N2C(NCC2)=O)C=CC1OC(C)=O (1-[3,4-Bis(acetyloxy)benzoyl]-2-imidazolidinone), N (ammonia). The solvent is C(C)O (ethanol), O (water). Run at time 15 minute. Product: OC=1C=C(C(=O)N2C(NCC2)=O)C=CC1O (1-(3,4-Dihydroxybenzoyl)-2-imidazolidinone). Isolated yield 78.4%. RXN SMILES: C([O:4][C:5]1[CH:6]=[C:7]([CH:16]=[CH:17][C:18]=1[O:19]C(=O)C)[C:8]([N:10]1[CH2:14][CH2:13][NH:12][C:11]1=[O:15])=[O:9])(=O)C.N>C(O)C.O>[OH:4][C:5]1[CH:6]=[C:7]([CH:16]=[CH:17][C:18]=1[OH:19])[C:8]([N:10]1[CH2:14][CH2:13][NH:12][C:11]1=[O:15])=[O:9]. Procedure details: 1-[3,4-Bis(acetyloxy)benzoyl]-2-imidazolidinone (11 g, 0.035 mol) was suspended in a mixture of 50 ml of ethanol and 50 ml of water, 4.2 ml (0.07 mol) of aqueous ammonia solution was added with stirring. After 15 minutes, a clear solution was formed, which was evaporated to a small volume. 1-(3,4-Dihydroxybenzoyl)-2-imidazolidinone crystallized out yielding 6.1 g of the title compound, melting point 208°-210° C. The reactants are FCCBr, O=C1NCCc2cccc(N(Cc3ccccc3)Cc3ccccc3)c21, CCOC(C)=O, [H-], [Na+]. Yields the product O=C1c2c(cccc2N(Cc2ccccc2)Cc2ccccc2)CCN1CCF. Reaction SMILES: [Br:27][CH2:28][CH2:29][F:30].[CH2:1]([c:2]1[cH:3][cH:4][cH:5][cH:6][cH:7]1)[N:8]([c:9]1[cH:10][cH:11][cH:12][c:13]2[c:18]1[C:17](=[O:19])[NH:16][CH2:15][CH2:14]2)[CH2:20][c:21]1[cH:22][cH:23][cH:24][cH:25][cH:26]1.[CH3:33][CH2:34][O:35][C:36](=[O:37])[CH3:38].[H-:31].[Na+:32]>>[CH2:1]([c:2]1[cH:3][cH:4][cH:5][cH:6][cH:7]1)[N:8]([c:9]1[cH:10][cH:11][cH:12][c:13]2[c:18]1[C:17](=[O:19])[N:16]([CH2:28][CH2:29][F:30])[CH2:15][CH2:14]2)[CH2:20][c:21]1[cH:22][cH:23][cH:24][cH:25][cH:26]1. Reactants: CCCCCCCCCCCCc1ccc(S(=O)(=O)Cl)cc1, Cl, CCOC(=O)c1nnc(N)s1, c1ccncc1. Yields the product CCCCCCCCCCCCc1ccc(S(=O)(=O)Nc2nnc(C(=O)OCC)s2)cc1. As a reaction SMILES: [CH2:1]([CH2:2][CH2:3][CH2:4][CH2:5][CH2:6][CH2:7][CH2:8][CH2:9][CH2:10][CH2:11][CH3:12])[c:13]1[cH:14][cH:15][c:16]([S:19](=[O:20])(=[O:21])[Cl:22])[cH:17][cH:18]1.[ClH:34].[NH2:23][c:24]1[n:25][n:26][c:27]([C:29](=[O:30])[O:31][CH2:32][CH3:33])[s:28]1.[cH:35]1[cH:36][cH:37][n:38][cH:39][cH:40]1>>[CH2:1]([CH2:2][CH2:3][CH2:4][CH2:5][CH2:6][CH2:7][CH2:8][CH2:9][CH2:10][CH2:11][CH3:12])[c:13]1[cH:14][cH:15][c:16]([S:19](=[O:20])(=[O:21])[NH:23][c:24]2[n:25][n:26][c:27]([C:29](=[O:30])[O:31][CH2:32][CH3:33])[s:28]2)[cH:17][cH:18]1. Reactants: C(#N)C(C(=O)OC)=C(O)C1=C(C=C(C(=C1)F)F)Cl (Methyl 2-cyano-3-(2-chloro-4,5-difluorophenyl)-3-hydroxyacrylate). The reagents and catalysts are [Ni] (Raney nickel). Run in CO (methanol). Run at time 4 hour. Product: NC=C(C(=O)OC)C(C1=C(C=C(C(=C1)F)F)Cl)=O (Methyl 3-amino-2-(2-chloro-4,5-difluorobenzoyl)acrylate). RXN SMILES: [C:1]([C:3](=[C:8]([C:10]1[CH:15]=[C:14]([F:16])[C:13]([F:17])=[CH:12][C:11]=1[Cl:18])[OH:9])[C:4]([O:6][CH3:7])=[O:5])#[N:2]>CO.[Ni]>[NH2:2][CH:1]=[C:3]([C:8](=[O:9])[C:10]1[CH:15]=[C:14]([F:16])[C:13]([F:17])=[CH:12][C:11]=1[Cl:18])[C:4]([O:6][CH3:7])=[O:5]. Procedure: 1.0 g of the product from Example 2 was dissolved in methanol, 0.5 g of Raney nickel was added and hydrogenation was carried out under normal pressure at room temperature for four hours. The catalyst was separated off, the solution which remained was evaporated and the evaporation residue was recrystallized from i-propanol. Reactants: C=Cc1cc(N2CC3CN(C(=O)OC(C)(C)C)CC32)cnc1Br, O=C(O)C(F)(F)F. The product is C=Cc1cc(N2CC3CNCC32)cnc1Br. As a reaction SMILES: [Br:1][c:2]1[c:3]([CH:22]=[CH2:23])[cH:4][c:5]([N:8]2[CH:9]3[CH2:10][N:11]([C:15]([O:16][C:17]([CH3:18])([CH3:19])[CH3:20])=[O:21])[CH2:12][CH:13]3[CH2:14]2)[cH:6][n:7]1.[OH:24][C:25]([C:26]([F:27])([F:28])[F:29])=[O:30]>>[Br:1][c:2]1[c:3]([CH:22]=[CH2:23])[cH:4][c:5]([N:8]2[CH:9]3[CH2:10][NH:11][CH2:12][CH:13]3[CH2:14]2)[cH:6][n:7]1.